This data is from the Open Reaction Database (ORD), a public repository of structured organic reaction records. The task is: describe an organic reaction: reactants, conditions, products, and yield Starting materials: [N+](=O)([O-])C1=CC=C(C=C1)C1=NC2=CC=CC=C2C(=N1)C(=O)O (2-(4-nitrophenyl)quinazoline-4-carboxylic acid), Cl.OC1=C2CCNCC2=CC=C1OC (5-hydroxy-6-methoxy-1,2,3,4-tetrahydroisoquinoline hydrochloride). Product: [N+](=O)([O-])C1=CC=C(C=C1)C1=NC2=CC=CC=C2C(=N1)C(=O)N1CC2=CC=C(C(=C2CC1)O)OC (2-[[2-(4-nitrophenyl)quinazolin-4-yl]carbonyl]-5-hydroxy-6-methoxy-1,2,3,4-tetrahydroisoquinoline). The yield is 99.5%. RXN SMILES: [N+:1]([C:4]1[CH:9]=[CH:8][C:7]([C:10]2[N:19]=[C:18]([C:20](O)=[O:21])[C:17]3[C:12](=[CH:13][CH:14]=[CH:15][CH:16]=3)[N:11]=2)=[CH:6][CH:5]=1)([O-:3])=[O:2].Cl.[OH:24][C:25]1[C:34]([O:35][CH3:36])=[CH:33][CH:32]=[C:31]2[C:26]=1[CH2:27][CH2:28][NH:29][CH2:30]2>>[N+:1]([C:4]1[CH:5]=[CH:6][C:7]([C:10]2[N:19]=[C:18]([C:20]([N:29]3[CH2:28][CH2:27][C:26]4[C:31](=[CH:32][CH:33]=[C:34]([O:35][CH3:36])[C:25]=4[OH:24])[CH2:30]3)=[O:21])[C:17]3[C:12](=[CH:13][CH:14]=[CH:15][CH:16]=3)[N:11]=2)=[CH:8][CH:9]=1)([O-:3])=[O:2] |f:1.2|. Procedure details: Reaction of 2-(4-nitrophenyl)quinazoline-4-carboxylic acid with 5-hydroxy-6-methoxy-1,2,3,4-tetrahydroisoquinoline hydrochloride gave compound 95 (99.5% yield). 1H NMR (300 MHz, DMSO-d6) δ 2.62 and 2.91 (2t, 2H), 3.50 and 4.04 (2t, 2H), 3.74-3.80 (2s, 3H), 4.41 and 4.93 (2s, 2H), 6.31 and 6.78 (2d, 1H), 6.71 and 6.91 (2d, 1H), 7.75-7.84 (m, 1H), 7.87-8.03 (2d, 1H), 8.16-8.26 (m, 2H), 8.41-8.46 (m, 2H), 8.72-8.79 (m, 3H); MS (ESI) m/z 457 ([M+H]+). Reactants: B.O1CCCC1 (borane tetrahydrofuran), O (water), ClC(C1OC(C2N1CCC2)=O)(Cl)Cl (3-trichloromethyltetrahydropyrrolo[1,2-c]oxazol-1-one), COC(=O)C1(N(CCC1)C(=O)OC(C)(C)C)CC=C (2-allylpyrrolidine-1,2-dicarboxylic acid 1-tert-butyl ester 2-methyl ester), B.O1CCCC1 (borane tetrahydrofuran), O (water). The solvent is O1CCCC1 (tetrahydrofuran). Conditions: time 2.5 hour. The product is COC(=O)C1(N(CCC1)C(=O)OC(C)(C)C)CCCO (2-(3-hydroxypropyl)pyrrolidine-1,2-dicarboxylic acid 1-tert-butyl ester 2-methyl ester). As a reaction SMILES: [CH3:1][O:2][C:3]([C:5]1([CH2:17][CH:18]=[CH2:19])[CH2:9][CH2:8][CH2:7][N:6]1[C:10]([O:12][C:13]([CH3:16])([CH3:15])[CH3:14])=[O:11])=[O:4].B.[O:21]1CCCC1.O.ClC(Cl)(Cl)C1N2CCCC2C(=O)O1>O1CCCC1>[CH3:1][O:2][C:3]([C:5]1([CH2:17][CH2:18][CH2:19][OH:21])[CH2:9][CH2:8][CH2:7][N:6]1[C:10]([O:12][C:13]([CH3:14])([CH3:15])[CH3:16])=[O:11])=[O:4] |f:1.2|. Procedure details: To a solution of 2-allylpyrrolidine-1,2-dicarboxylic acid 1-tert-butyl ester 2-methyl ester (25.0 g) in tetrahydrofuran (125 ml) cooled to 0° C. was added dropwise borane-tetrahydrofuran complex (1.0M tetrahydrofuran solution, 105 ml) over 30 minutes, and the mixture was stirred at the same temperature for 2.5 hours. To the reaction mixture was added dropwise additional borane-tetrahydrofuran complex (1.0M tetrahydrofuran solution, 11 ml), and the mixture was stirred at the same temperature for ... Reactants: S(=O)(Cl)Cl (thionyl chloride), C(C1=CC=CC=C1)OC=1C=C2C(=C(N(C(C2=CC1)=O)CC(C)C)CO)C1=CC=C(C=C1)Cl (6-benzyloxy-4-(4-chlorophenyl)-3-hydroxymethyl-2-isobutyl-1(2H)-isoquinolinone), C(O)([O-])=O.[Na+] (sodium hydrogencarbonate). Solvent: C1(=CC=CC=C1)C (toluene). The product is C(C1=CC=CC=C1)OC=1C=C2C(=C(N(C(C2=CC1)=O)CC(C)C)CCl)C1=CC=C(C=C1)Cl (6-benzyloxy-3-chloromethyl-4-(4-chlorophenyl)-2-isobutyl-1(2H)-isoquinolinone). Yield: 89.8%. As a reaction SMILES: [CH2:1]([O:8][C:9]1[CH:10]=[C:11]2[C:16](=[CH:17][CH:18]=1)[C:15](=[O:19])[N:14]([CH2:20][CH:21]([CH3:23])[CH3:22])[C:13]([CH2:24]O)=[C:12]2[C:26]1[CH:31]=[CH:30][C:29]([Cl:32])=[CH:28][CH:27]=1)[C:2]1[CH:7]=[CH:6][CH:5]=[CH:4][CH:3]=1.S(Cl)([Cl:35])=O.C(=O)([O-])O.[Na+]>C1(C)C=CC=CC=1>[CH2:1]([O:8][C:9]1[CH:10]=[C:11]2[C:16](=[CH:17][CH:18]=1)[C:15](=[O:19])[N:14]([CH2:20][CH:21]([CH3:23])[CH3:22])[C:13]([CH2:24][Cl:35])=[C:12]2[C:26]1[CH:31]=[CH:30][C:29]([Cl:32])=[CH:28][CH:27]=1)[C:2]1[CH:7]=[CH:6][CH:5]=[CH:4][CH:3]=1 |f:2.3|. Procedure: To a suspension of 6-benzyloxy-4-(4-chlorophenyl)-3-hydroxymethyl-2-isobutyl-1(2H)-isoquinolinone (4.25 g, 9.5 mmol) in toluene (50 ml) was added thionyl chloride (1.4 ml, 19 mmol). The obtained mixture was refluxed under heating for 2 h. The reaction mixture was poured into saturated aqueous sodium hydrogencarbonate solution and extracted with ethyl acetate. The extract was washed with brine, dried over anhydrous magnesium sulfate and concentrated under reduced pressure to give 6-benzyloxy-3-ch... The reactants are CC(C)(C)[Si](C)(C)OC(O)C(O)C(O)(O[Si](C)(C)C(C)(C)C)C(F)(F)C(=O)O, Clc1nc(Cl)c2[nH]cnc2n1, CCOC(=O)N=NC(=O)OCC, C1CCOC1, c1ccc(P(c2ccccc2)c2ccccc2)cc1. The product is CC(C)(C)[Si](C)(C)OC(O)C(O)C(O)(O[Si](C)(C)C(C)(C)C)C(F)(F)C(=O)n1cnc2c(Cl)nc(Cl)nc21. RXN SMILES: [C:43]([CH3:44])([CH3:45])([CH3:46])[Si:47]([O:48][C:49]([C:50]([C:51](=[O:52])[OH:53])([F:54])[F:55])([OH:56])[CH:57]([OH:58])[CH:59]([OH:60])[O:61][Si:62]([CH3:63])([CH3:64])[C:65]([CH3:66])([CH3:67])[CH3:68])([CH3:69])[CH3:70].[Cl:1][c:2]1[n:3][c:4]([Cl:11])[c:5]2[nH:6][cH:7][n:8][c:9]2[n:10]1.[O:31]=[C:32]([O:33][CH2:34][CH3:35])[N:36]=[N:37][C:38]([O:39][CH2:40][CH3:41])=[O:42].[O:71]1[CH2:72][CH2:73][CH2:74][CH2:75]1.[c:12]1([P:13]([c:14]2[cH:15][cH:16][cH:17][cH:18][cH:19]2)[c:20]2[cH:21][cH:22][cH:23][cH:24][cH:25]2)[cH:26][cH:27][cH:28][cH:29][cH:30]1>>[Cl:1][c:2]1[n:3][c:4]([Cl:11])[c:5]2[n:6][cH:7][n:8]([C:51]([C:50]([C:49]([O:48][Si:47]([C:43]([CH3:44])([CH3:45])[CH3:46])([CH3:69])[CH3:70])([OH:56])[CH:57]([OH:58])[CH:59]([OH:60])[O:61][Si:62]([CH3:63])([CH3:64])[C:65]([CH3:66])([CH3:67])[CH3:68])([F:54])[F:55])=[O:52])[c:9]2[n:10]1. Reactants: C(#N)N1C2=C(CCC3=C1C=CC=C3)C=CC=C2 (5-cyano-10,11-dihydro-5H-dibenz[b,f]-azepine), ClCl (chlorine), C(=O)([O-])[O-].[Na+].[Na+] (Na2CO3), halogen. Solvent: C(Cl)Cl (CH2Cl2). Run at temperature 2.5 celsius, time 3 hour. Yields the product C(#N)N1C2=C(CC(C3=C1C=CC=C3)Cl)C=CC=C2 (5-cyano-10-chloro-10,11-dihydro-5H-dibenz[b,f]azepine). Isolated yield 43.0%. Reaction SMILES: [C:1]([N:3]1[C:9]2[CH:10]=[CH:11][CH:12]=[CH:13][C:8]=2[CH2:7][CH2:6][C:5]2[CH:14]=[CH:15][CH:16]=[CH:17][C:4]1=2)#[N:2].C([O-])([O-])=O.[Na+].[Na+].[Cl:24]Cl>C(Cl)Cl>[C:1]([N:3]1[C:4]2[CH:17]=[CH:16][CH:15]=[CH:14][C:5]=2[CH:6]([Cl:24])[CH2:7][C:8]2[CH:13]=[CH:12][CH:11]=[CH:10][C:9]1=2)#[N:2] |f:1.2.3|. Procedure details: 50 ml of CH2Cl2 and 5 g (0.0227 mols) of (I) are loaded into a 250 ml pyrex round-bottom flask, under nitrogen and stirring, then 2.4 g of Na2CO3 (0.045 mols) are added thereto. The mixture is cooled to 0-5° C., irradiated from the outside with a 300 watt halogen lamp while adding a 1:1 chlorine and nitrogen gaseous mixture with 6 ml/minute flow, for 3 hours, then nitrogen for 10 minutes at the same flow rate. The mixture is filtered at 30° C. and methylene chloride is evaporated off. The residu... Reactants: C(C1=CC=CC=C1)(=O)Cl (benzoyl chloride), ice, Cl.COC([C@@H](N)[C@H](O)C)=O (L-threonine methyl ester, hydrochloride), O (water), C([O-])(O)=O.[Na+] (sodium bicarbonate). Run in C(C)(=O)OCC (ethyl acetate), C(C)(=O)OCC (ethyl acetate). Conditions: time 2 hour. Product: COC([C@@H](NC(C1=CC=CC=C1)=O)[C@H](O)C)=O (N-benzoyl-L-threonine methyl ester). Yield: 93.2%. RXN SMILES: [C:1](Cl)(=[O:8])[C:2]1[CH:7]=[CH:6][CH:5]=[CH:4][CH:3]=1.Cl.[CH3:11][O:12][C:13](=[O:19])[C@H:14]([C@@H:16]([CH3:18])[OH:17])[NH2:15].O.C(=O)(O)[O-].[Na+]>C(OCC)(=O)C>[CH3:11][O:12][C:13](=[O:19])[C@H:14]([C@@H:16]([CH3:18])[OH:17])[NH:15][C:1](=[O:8])[C:2]1[CH:7]=[CH:6][CH:5]=[CH:4][CH:3]=1 |f:1.2,4.5|. Procedure details: A solution of benzoyl chloride (17 g) in ethyl acetate (40 ml) is added dropwise, with stirring, in an ice-cold mixture of L-threonine methyl ester, hydrochloride (16.5 g), water (100 ml), sodium bicarbonate (21.8 g), and ethyl acetate (100 ml). After stirring for 2 hours, the organic phase is separated, dried over sodium sulfate, and evaporated to give crystalline N-benzoyl-L-threonine methyl ester (21.5 g). The reactants are CCN=C=NCCCN(C)C, O=C(O)c1cnc(-c2cccc(F)c2)nc1, O, NC1CCN(c2ncc3c(n2)CCOC3)C1. Yields the product O=C(NC1CCN(c2ncc3c(n2)CCOC3)C1)c1cnc(-c2cccc(F)c2)nc1. RXN SMILES: [CH3:33][CH2:34][N:35]=[C:36]=[N:37][CH2:38][CH2:39][CH2:40][N:41]([CH3:42])[CH3:43].[F:1][c:2]1[cH:3][c:4](-[c:8]2[n:9][cH:10][c:11]([C:14](=[O:15])[OH:16])[cH:12][n:13]2)[cH:5][cH:6][cH:7]1.[OH2:44].[n:17]1[c:18]([N:27]2[CH2:28][CH:29]([NH2:32])[CH2:30][CH2:31]2)[n:19][cH:20][c:21]2[c:22]1[CH2:23][CH2:24][O:25][CH2:26]2>>[F:1][c:2]1[cH:3][c:4](-[c:8]2[n:9][cH:10][c:11]([C:14](=[O:16])[NH:32][CH:29]3[CH2:28][N:27]([c:18]4[n:17][c:22]5[c:21]([cH:20][n:19]4)[CH2:26][O:25][CH2:24][CH2:23]5)[CH2:31][CH2:30]3)[cH:12][n:13]2)[cH:5][cH:6][cH:7]1. The reactants are O=C([O-])[O-], O=Cc1ccc(B(O)O)cc1, FC(F)(F)Oc1ccc(-c2cnc(Cl)nc2)cc1, [K+], [K+], C1COCCO1, Cl[Pd]Cl, c1ccc(P(c2ccccc2)c2ccccc2)cc1, c1ccc(P(c2ccccc2)c2ccccc2)cc1. The product is O=Cc1ccc(-c2ncc(-c3ccc(OC(F)(F)F)cc3)cn2)cc1. As a reaction SMILES: [C:30](=[O:31])([O-:32])[O-:33].[CH:19](=[O:20])[c:21]1[cH:22][cH:23][c:24]([B:27]([OH:28])[OH:29])[cH:25][cH:26]1.[Cl:1][c:2]1[n:3][cH:4][c:5](-[c:8]2[cH:9][cH:10][c:11]([O:14][C:15]([F:16])([F:17])[F:18])[cH:12][cH:13]2)[cH:6][n:7]1.[K+:34].[K+:35].[O:77]1[CH2:78][CH2:79][O:80][CH2:81][CH2:82]1.[Pd:36]([Cl:37])[Cl:38].[c:39]1([P:40]([c:41]2[cH:42][cH:43][cH:44][cH:45][cH:46]2)[c:47]2[cH:48][cH:49][cH:50][cH:51][cH:52]2)[cH:53][cH:54][cH:55][cH:56][cH:57]1.[c:58]1([P:59]([c:60]2[cH:61][cH:62][cH:63][cH:64][cH:65]2)[c:66]2[cH:67][cH:68][cH:69][cH:70][cH:71]2)[cH:72][cH:73][cH:74][cH:75][cH:76]1>>[c:2]1(-[c:24]2[cH:23][cH:22][c:21]([CH:19]=[O:20])[cH:26][cH:25]2)[n:3][cH:4][c:5](-[c:8]2[cH:9][cH:10][c:11]([O:14][C:15]([F:16])([F:17])[F:18])[cH:12][cH:13]2)[cH:6][n:7]1. The reactants are Cl.O(C1=CC=CC=C1)CCCNC(CC1=CC=C(C=C1)OC)(C)C (N-(3-Phenoxypropyl)-1,1-dimethyl-2-(4-methoxyphenyl)ethylamine Hydrochloride), ( 21 ), Cl.OC(CNC(CC1=CC=C(C=C1)OC)(C)C)COC1=C(C=CC=C1)C (N-[2-Hydroxy-3-(2-methylphenoxy)propyl]-1,1-dimethyl-2-(4-methoxyphenyl)ethylamine Hydrochloride), ( 100 ), Cl.OC(CNC(CC1=CC=C(C=C1)OC)(C)C)COC1=CC=C(C=C1)C(C)(C)C (N-[2-Hydroxy-3-(4-t-butylphenoxy)propyl]-1,1-dimethyl-2-(4-methoxyphenyl)ethylamine Hydrochloride), Cl.OC(CNC(CC1=CC=C(C=C1)OC)(C)C)COC1=C(C=CC=C1)C (N-[2-Hydroxy-3-(2-methylphenoxy)propyl]-1,1-dimethyl-2-(4-methoxyphenyl)ethylamine Hydrochloride). Product: Cl.OC(CNC(CC1=CC=C(C=C1)OC)(C)C)COC1=CC=C(C=C1)OCC (N-[2-hydroxy-3-(4-ethoxyphenoxy)propyl]-1,1-dimethyl-2-(4-methoxyphenyl)ethylamine Hydrochloride). RXN SMILES: [ClH:1].[O:2](CCCNC(C)(C)CC1C=CC(OC)=CC=1)[C:3]1C=CC=C[CH:4]=1.Cl.[OH:26][CH:27]([CH2:42][O:43][C:44]1[CH:49]=[CH:48][C:47](C(C)(C)C)=[CH:46][CH:45]=1)[CH2:28][NH:29][C:30]([CH3:41])([CH3:40])[CH2:31][C:32]1[CH:37]=[CH:36][C:35]([O:38][CH3:39])=[CH:34][CH:33]=1.Cl.OC(COC1C=CC=CC=1C)CNC(C)(C)CC1C=CC(OC)=CC=1>>[ClH:1].[OH:26][CH:27]([CH2:42][O:43][C:44]1[CH:49]=[CH:48][C:47]([O:2][CH2:3][CH3:4])=[CH:46][CH:45]=1)[CH2:28][NH:29][C:30]([CH3:41])([CH3:40])[CH2:31][C:32]1[CH:37]=[CH:36][C:35]([O:38][CH3:39])=[CH:34][CH:33]=1 |f:0.1,2.3,4.5,6.7|. Procedure: GC/EI-MS, m/z (rel. int.) 358 (M−15,0.1), 253 (17), 252 (100), 163 (6), 121 (21), 114 (8), 108 (8).